Task: describe an organic reaction: reactants, conditions, products, and yield. Dataset: the Open Reaction Database (ORD), a public repository of structured organic reaction records The reactants are S(=O)(Cl)Cl (thionyl chloride), C(C1=CC=CC=C1)OCCCCCCCCCCC(C(=O)O)(C)C (12-benzyloxy-2,2-dimethyldodecanoic acid). Run in C1=CC=CC=C1 (benzene). The product is C(C1=CC=CC=C1)OCCCCCCCCCCC(C(=O)Cl)(C)C (12-benzyloxy-2,2-dimethyldodecanoyl chloride). As a reaction SMILES: S(Cl)([Cl:3])=O.[CH2:5]([O:12][CH2:13][CH2:14][CH2:15][CH2:16][CH2:17][CH2:18][CH2:19][CH2:20][CH2:21][CH2:22][C:23]([CH3:28])([CH3:27])[C:24](O)=[O:25])[C:6]1[CH:11]=[CH:10][CH:9]=[CH:8][CH:7]=1>C1C=CC=CC=1>[CH2:5]([O:12][CH2:13][CH2:14][CH2:15][CH2:16][CH2:17][CH2:18][CH2:19][CH2:20][CH2:21][CH2:22][C:23]([CH3:28])([CH3:27])[C:24]([Cl:3])=[O:25])[C:6]1[CH:11]=[CH:10][CH:9]=[CH:8][CH:7]=1. Reported procedure: 1.2 ml of thionyl chloride was added to a solution of 3.34 g of the obtained carboxylic acid in 5 ml of anhydrous benzene, and the mixture was reacted at room temperature for 12 hours. The reaction mixture was concentrated under reduced pressure to give 3.53 g of 12-benzyloxy-2,2-dimethyldodecanoyl chloride as a colorless oily material. The reactants are [Br-], CCCCCCCCCCCC[NH+]=C(N)S, O=[PH](O)O. Product: CCCCCCCCCCCC[NH+]=C(N)S, O=[PH]([O-])O. RXN SMILES: [Br-:1].[CH2:2]([CH2:3][CH2:4][CH2:5][CH2:6][CH2:7][CH2:8][CH2:9][CH2:10][CH2:11][CH2:12][CH3:13])[NH+:14]=[C:15]([SH:16])[NH2:17].[PH:18]([OH:19])([OH:20])=[O:21]>>[CH2:2]([CH2:3][CH2:4][CH2:5][CH2:6][CH2:7][CH2:8][CH2:9][CH2:10][CH2:11][CH2:12][CH3:13])[NH+:14]=[C:15]([SH:16])[NH2:17].[PH:18](=[O:19])([OH:20])[O-:21]. The reactants are ClC1=C(C=CC=C1)O (2-chlorophenol), ClCC(CCCl)O (1,4-dichloro-2-butanol), [OH-].[K+] (potassium hydroxide), O (water). Solvent: C(C)(C)O (isopropanol). Conditions: temperature 50 celsius. The product is ClCCC(COC1=C(C=CC=C1)Cl)O (4-Chloro-1-(2-chlorophenoxy)-2-butanol). Reaction SMILES: [Cl:1][C:2]1[CH:7]=[CH:6][CH:5]=[CH:4][C:3]=1[OH:8].[OH-].[K+].O.Cl[CH2:13][CH:14]([OH:18])[CH2:15][CH2:16][Cl:17]>C(O)(C)C>[Cl:17][CH2:16][CH2:15][CH:14]([OH:18])[CH2:13][O:8][C:3]1[CH:4]=[CH:5][CH:6]=[CH:7][C:2]=1[Cl:1] |f:1.2|. Procedure details: To a mixture of 129 g. (1 mole) of 2-chlorophenol, 60 g. of potassium hydroxide, 100 ml. of water and 400 ml. of isopropanol was added 1.3 moles (185.9 g.) of 1,4-dichloro-2-butanol with stirring at 50° C. The resulting mixture was heated in a steam bath at 65° C. overnight and extracted with 300 ml. of isopropyl ether. The ether extract was washed successively with 1N sodium hydroxide, water and dried over sodium sulfate. The dried ether solution was concentrated and the oily residue was distil... The reactants are CCN=C=NCCCN(C)C, ClCCl, Cl, Nc1ccc(NCCO)nc1, CN(C)C=O, On1nnc2ccccc21, O=C(O)c1nc(-c2ccccc2)oc1C(F)(F)F. The product is O=C(Nc1ccc(NCCO)nc1)c1nc(-c2ccccc2)oc1C(F)(F)F. As a reaction SMILES: [CH2:41]([N:42]=[C:43]=[N:44][CH2:45][CH2:46][CH2:47][N:48]([CH3:49])[CH3:50])[CH3:51].[CH2:52]([Cl:53])[Cl:54].[ClH:40].[NH2:19][c:20]1[cH:21][cH:22][c:23]([NH:26][CH2:27][CH2:28][OH:29])[n:24][cH:25]1.[O:55]=[CH:56][N:57]([CH3:58])[CH3:59].[OH:30][n:31]1[c:32]2[cH:33][cH:34][cH:35][cH:36][c:37]2[n:38][n:39]1.[c:1]1(-[c:7]2[o:8][c:9]([C:15]([F:16])([F:17])[F:18])[c:10]([C:12](=[O:13])[OH:14])[n:11]2)[cH:2][cH:3][cH:4][cH:5][cH:6]1>>[c:1]1(-[c:7]2[o:8][c:9]([C:15]([F:16])([F:17])[F:18])[c:10]([C:12](=[O:14])[NH:19][c:20]3[cH:21][cH:22][c:23]([NH:26][CH2:27][CH2:28][OH:29])[n:24][cH:25]3)[n:11]2)[cH:2][cH:3][cH:4][cH:5][cH:6]1. Reactants: CC(C)(C)OC(=O)CN1C(=O)C(CN(C=O)OCc2ccccc2)Sc2ccccc21, O=CO, O=C(O)C(F)(F)F. Yields the product O=CN(CC1Sc2ccccc2N(CC(=O)O)C1=O)OCc1ccccc1. RXN SMILES: [C:1]([CH3:2])([CH3:3])([CH3:4])[O:5][C:6]([CH2:7][N:8]1[C:9](=[O:30])[CH:10]([CH2:18][N:19]([CH:20]=[O:21])[O:22][CH2:23][c:24]2[cH:25][cH:26][cH:27][cH:28][cH:29]2)[S:11][c:12]2[c:13]1[cH:14][cH:15][cH:16][cH:17]2)=[O:31].[CH:39]([OH:40])=[O:41].[F:32][C:33]([F:34])([F:35])[C:36]([OH:37])=[O:38]>>[O:5]=[C:6]([CH2:7][N:8]1[C:9](=[O:30])[CH:10]([CH2:18][N:19]([CH:20]=[O:21])[O:22][CH2:23][c:24]2[cH:25][cH:26][cH:27][cH:28][cH:29]2)[S:11][c:12]2[c:13]1[cH:14][cH:15][cH:16][cH:17]2)[OH:31].